Dataset: the Open Reaction Database (ORD), a public repository of structured organic reaction records. Task: describe an organic reaction: reactants, conditions, products, and yield Reactants: N1CC(CCC1)CN1C(C2=CC3=C(C=C2CC1)OCO3)=O (2-[(piperidin-3-yl)-methyl]-6,7-methylenedioxy-1-oxo-1,2,3,4-tetrahydro-isoquinoline), CC=1C=C(OCCCCl)C=CC1 (3-(3-methyl-phenoxy)-1- chloro-propane). The product is Cl.CC=1C=C(OCCCN2CC(CCC2)CN2C(C3=CC4=C(C=C3CC2)OCO4)=O)C=CC1 (2-[(N-(3-(3-Methyl-phenoxy)-propyl)-piperidin-3-yl)-methyl]-6,7-methylenedioxy-1-oxo-1,2,3,4-tetrahydro-isoquinoline-hydrochloride). RXN SMILES: [NH:1]1[CH2:6][CH2:5][CH2:4][CH:3]([CH2:7][N:8]2[CH2:17][CH2:16][C:15]3[C:10](=[CH:11][C:12]4[O:20][CH2:19][O:18][C:13]=4[CH:14]=3)[C:9]2=[O:21])[CH2:2]1.[CH3:22][C:23]1[CH:24]=[C:25]([CH:31]=[CH:32][CH:33]=1)[O:26][CH2:27][CH2:28][CH2:29][Cl:30]>>[ClH:30].[CH3:22][C:23]1[CH:24]=[C:25]([CH:31]=[CH:32][CH:33]=1)[O:26][CH2:27][CH2:28][CH2:29][N:1]1[CH2:6][CH2:5][CH2:4][CH:3]([CH2:7][N:8]2[CH2:17][CH2:16][C:15]3[C:10](=[CH:11][C:12]4[O:20][CH2:19][O:18][C:13]=4[CH:14]=3)[C:9]2=[O:21])[CH2:2]1 |f:2.3|. Reported procedure: Prepared from 2-[(piperidin-3-yl)-methyl]-6,7-methylenedioxy-1-oxo-1,2,3,4-tetrahydro-isoquinoline and 3-(3-methyl-phenoxy)-1- chloro-propane analogously to Example 1. RXN SMILES: CC(C)([O-])C.[K+].Br[C:8]1[CH:13]=[CH:12][C:11]([Br:14])=[CH:10][N:9]=1.[CH3:15][N:16]([CH3:20])[CH2:17][CH2:18][OH:19]>CN(C=O)C>[Br:14][C:11]1[CH:12]=[CH:13][C:8]([O:19][CH2:18][CH2:17][N:16]([CH3:20])[CH3:15])=[N:9][CH:10]=1 |f:0.1|. Starting materials: CC(C)([O-])C.[K+] (Potassium t-butoxide), BrC1=NC=C(C=C1)Br (2,5-dibromopyridine), CN(CCO)C (2-(dimethylamino)ethanol). Run at temperature 100 celsius, time 3 hour. Product: BrC=1C=CC(=NC1)OCCN(C)C (N-{2-[(5-bromopyridin-2-yl)oxy]ethyl}—N,N-dimethylamine). Procedure: Potassium t-butoxide was added to a DMF solution of 2,5-dibromopyridine and 2-(dimethylamino)ethanol, and the whole was stirred at an oil bath temperature of 100° C. for 3 hours to obtain N-{2-[(5-bromopyridin-2-yl)oxy]ethyl}—N,N-dimethylamine, which was further treated in a similar manner to Reference Examples 11 and 12 to obtain an objective compound. Solvent: CN(C)C=O (DMF). The reactants are Cc1cccc(Cl)c1CO, O=S(Cl)Cl, c1ccccc1. Yields the product Cc1cccc(Cl)c1CCl. As a reaction SMILES: [Cl:1][c:2]1[c:3]([CH2:4][OH:5])[c:6]([CH3:10])[cH:7][cH:8][cH:9]1.[S:11]([Cl:12])([Cl:13])=[O:14].[cH:15]1[cH:16][cH:17][cH:18][cH:19][cH:20]1>>[Cl:1][c:2]1[c:3]([CH2:4][Cl:13])[c:6]([CH3:10])[cH:7][cH:8][cH:9]1. Reactants: ClCCCCCBr, Oc1ccc(-c2nnc(CSCCOc3ccccc3)o2)cc1. Product: ClCCCCCOc1ccc(-c2nnc(CSCCOc3ccccc3)o2)cc1. RXN SMILES: [Br:24][CH2:25][CH2:26][CH2:27][CH2:28][CH2:29][Cl:30].[O:1]([c:2]1[cH:3][cH:4][cH:5][cH:6][cH:7]1)[CH2:8][CH2:9][S:10][CH2:11][c:12]1[n:13][n:14][c:15](-[c:17]2[cH:18][cH:19][c:20]([OH:23])[cH:21][cH:22]2)[o:16]1>>[O:1]([c:2]1[cH:3][cH:4][cH:5][cH:6][cH:7]1)[CH2:8][CH2:9][S:10][CH2:11][c:12]1[n:13][n:14][c:15](-[c:17]2[cH:18][cH:19][c:20]([O:23][CH2:25][CH2:26][CH2:27][CH2:28][CH2:29][Cl:30])[cH:21][cH:22]2)[o:16]1. The reactants are C(C1=CC=CC=C1)OC(NC=1SC2=C(N1)CC[C@@H](C2)N2CCOCC2)=O (((S)-6-morpholin-4-yl-4,5,6,7-tetrahydro-benzothiazol-2-yl)-carbamic acid benzyl ester), Br.CC(=O)O (HBr AcOH), CCOCC (Et2O). Run at time 48 hour. Product: Br.Br.N1(CCOCC1)[C@@H]1CC2=C(N=C(S2)N)CC1 ((S)-6-Morpholin-4-yl-4,5,6,7-tetrahydro-benzothiazol-2-ylaminedihydrobromide). As a reaction SMILES: C(OC(=O)[NH:10][C:11]1[S:12][C:13]2[CH2:19][C@@H:18]([N:20]3[CH2:25][CH2:24][O:23][CH2:22][CH2:21]3)[CH2:17][CH2:16][C:14]=2[N:15]=1)C1C=CC=CC=1.CCOCC.[BrH:32].CC(O)=O>>[BrH:32].[BrH:32].[N:20]1([C@H:18]2[CH2:17][CH2:16][C:14]3[N:15]=[C:11]([NH2:10])[S:12][C:13]=3[CH2:19]2)[CH2:21][CH2:22][O:23][CH2:24][CH2:25]1 |f:2.3,4.5.6|. Procedure details: Dissolved ((S)-6-morpholin-4-yl-4,5,6,7-tetrahydro-benzothiazol-2-yl)-carbamic acid benzyl ester (7.46 g, 20.00 mmol) in 25 mL of 33% HBr/AcOH. Stirred mixture for 48 h. LC-MS indicated complete deprotection. Added 200 mL of Et2O resulting in a pale orange ppt. Filtered to give 7.46 mg of (S)-6-Morpholin-4-yl-4,5,6,7-tetrahydro-benzothiazol-2-ylaminedihydrobromide a light brown solid. The reactants are COCC(=O)N1CC(N(CC2=C1C=CC=C2)S(=O)(=O)C2=CC=C(C=C2)OC)C(=O)OC (methyl 1-(methoxyacetyl)-4-(4-methoxybenzenesulfonyl)-2,3,4,5-tetrahydro-1H-[1,4]benzodiazepine-3-carboxylate), B (borane), CO (Methanol). Solvent: O1CCCC1 (tetrahydrofuran). Reaction conditions: time 1 hour. Yields the product COC1=CC=C(C=C1)S(=O)(=O)N1C(CN(C2=C(C1)C=CC=C2)CCOC)C(=O)OC (Methyl 4-(4-Methoxybenzenesulfonyl)-1-(2-methoxyethyl)-2,3,4,5-tetrahydro-1H-[1,4]benzodiazepine-3-carboxylate). The yield is 77.4%. As a reaction SMILES: [CH3:1][O:2][CH2:3][C:4]([N:6]1[C:12]2[CH:13]=[CH:14][CH:15]=[CH:16][C:11]=2[CH2:10][N:9]([S:17]([C:20]2[CH:25]=[CH:24][C:23]([O:26][CH3:27])=[CH:22][CH:21]=2)(=[O:19])=[O:18])[CH:8]([C:28]([O:30][CH3:31])=[O:29])[CH2:7]1)=O.B.CO>O1CCCC1>[CH3:27][O:26][C:23]1[CH:24]=[CH:25][C:20]([S:17]([N:9]2[CH2:10][C:11]3[CH:16]=[CH:15][CH:14]=[CH:13][C:12]=3[N:6]([CH2:4][CH2:3][O:2][CH3:1])[CH2:7][CH:8]2[C:28]([O:30][CH3:31])=[O:29])(=[O:18])=[O:19])=[CH:21][CH:22]=1. Reported procedure: A mixture of 1.6 g (3.57 mmol) of methyl 1-(methoxyacetyl)-4-(4-methoxybenzenesulfonyl)-2,3,4,5-tetrahydro-1H-[1,4]benzodiazepine-3-carboxylate and 32 ml of borane in tetrahydrofuran (1.0 M) was refluxed under nitrogen overnight. Methanol was added and the solvent removed. To the residue was added 25 ml of CH2Cl2 and 25 ml of 2 N HCl and the mixture stirred at room temperature for 1 hour. The organic layer was separated and washed with H2O and concentrated to dryness. The residue was triturated ...